From a dataset of the Open Reaction Database (ORD), a public repository of structured organic reaction records. describe an organic reaction: reactants, conditions, products, and yield The reactants are [Al+3], CCOC(C)=O, [H-], [H-], [H-], [H-], [Li+], O=C1CCC2c3ccccc3CC2N1, [Na+], C1CCOC1, [OH-], O. Product: c1ccc2c(c1)CC1NCCCC21. RXN SMILES: [Al+3:2].[CH3:29][CH2:30][O:31][C:32](=[O:33])[CH3:34].[H-:1].[H-:4].[H-:5].[H-:6].[Li+:3].[NH:7]1[CH:8]2[CH:9]([CH2:10][CH2:11][C:12]1=[O:13])[c:14]1[cH:15][cH:16][cH:17][cH:18][c:19]1[CH2:20]2.[Na+:23].[O:24]1[CH2:25][CH2:26][CH2:27][CH2:28]1.[OH-:22].[OH2:21]>>[NH:7]1[CH:8]2[CH:9]([CH2:10][CH2:11][CH2:12]1)[c:14]1[cH:15][cH:16][cH:17][cH:18][c:19]1[CH2:20]2.